Dataset: the Open Reaction Database (ORD), a public repository of structured organic reaction records. Task: describe an organic reaction: reactants, conditions, products, and yield The reactants are CC1=C(CNC=2C=3N(C=C(C2)C(=O)OC(C)C)C(=C(N3)C)C)C(=CC=C1)C (isopropyl 8-[(2,6-dimethylbenzyl)amino]-2,3-dimethylimidazo[1,2-a]pyridine-6-carboxylate), C(O)CN (ethanolamine). Solvent: C1CCOC1 (THF). Run at temperature 100 celsius. Yields the product CC1=C(CNC=2C=3N(C=C(C2)C(=O)NCCO)C(=C(N3)C)C)C(=CC=C1)C (8-[(2,6-dimethylbenzyl)amino]-N-(2-hydroxyethyl)-2,3-dimethylimidazo[1,2-a]pyridine-6-carboxamide). RXN SMILES: [CH3:1][C:2]1[CH:26]=[CH:25][CH:24]=[C:23]([CH3:27])[C:3]=1[CH2:4][NH:5][C:6]1[C:7]2[N:8]([C:18]([CH3:22])=[C:19]([CH3:21])[N:20]=2)[CH:9]=[C:10]([C:12](OC(C)C)=[O:13])[CH:11]=1.[CH2:28]([CH2:30][NH2:31])[OH:29]>C1COCC1>[CH3:27][C:23]1[CH:24]=[CH:25][CH:26]=[C:2]([CH3:1])[C:3]=1[CH2:4][NH:5][C:6]1[C:7]2[N:8]([C:18]([CH3:22])=[C:19]([CH3:21])[N:20]=2)[CH:9]=[C:10]([C:12]([NH:31][CH2:30][CH2:28][OH:29])=[O:13])[CH:11]=1. Procedure: A reactor was charged with isopropyl 8-[(2,6-dimethylbenzyl)amino]-2,3-dimethylimidazo[1,2-a]pyridine-6-carboxylate (11.30 kg, 1 equiv., 27.02 mol) and THF (45 L), ethanolamine (18.97 kg, 11 equiv., 309.2 mol) was added at about 20° C. The suspension was heated to about 100° C. Some solvent was distilled off and then THF (35L) was added and the distillation was continued. The procedure of adding THF and distilling it off was repeated until complete conversion. To the suspension ethanol (140L) wa... The reactants are [OH-].[NH4+] (ammonium hydroxide), C(C)(=O)OC1=CC=C(C=C)C=C1 (4-acetoxystyrene), N (ammonia), C(=O)=O (carbon dioxide). Run in O (water). As a reaction SMILES: [NH3:1].[OH-].[NH4+].[C:4]([O:7]C1C=CC(C=C)=CC=1)(=[O:6])C.[C:16](=[O:18])=[O:17]>O>[C:4](=[O:6])([O-:17])[O-:7].[NH4+:1].[NH4+:1].[NH3:1].[C:16](=[O:18])=[O:17] |f:1.2,6.7.8|. Procedure details: In carrying out the process of this invention, ammonia gas or ammonium hydroxide is added to the solution of 4-acetoxystyrene polymer and heating is conducted at a temperature of about 50° C. to about 150° C. for a time sufficient to hydrolyze the acetoxy groups to phenol groups. Wet carbon dioxide gas is then introduced into the reaction solution as a sparge below the solution surface. During the introduction of carbon dioxide gas, the temperature is held at about 110° C. to about 180° C. The c... The product is C([O-])([O-])=O.[NH4+].[NH4+] (ammonium carbonate), N (ammonia), C(=O)=O (carbon dioxide). Starting materials: C(C)(C)(C)C1=CC(=NO1)NC(=O)N(C)CC=C (1-(5-t-butylisoxazol-3-yl)-3-allyl-3-methylurea), O=[O+][O-] (Ozone). Run in CO (methanol). Reaction conditions: time 80 minute. Product: C(C)(C)(C)C1=CC(=NO1)N1C(N(CC1O)C)=O (1-(5-t-butylisoxazol-3-yl)-5-hydroxy-3-methyl-2-oxoimidazolidine). As a reaction SMILES: [C:1]([C:5]1[O:9][N:8]=[C:7]([NH:10][C:11]([N:13]([CH2:15][CH:16]=C)[CH3:14])=[O:12])[CH:6]=1)([CH3:4])([CH3:3])[CH3:2].[O:18]=[O+][O-]>CO>[C:1]([C:5]1[O:9][N:8]=[C:7]([N:10]2[CH:16]([OH:18])[CH2:15][N:13]([CH3:14])[C:11]2=[O:12])[CH:6]=1)([CH3:2])([CH3:3])[CH3:4]. Procedure: A 4.74 g. portion of 1-(5-t-butylisoxazol-3-yl)-3-allyl-3-methylurea was dissolved in 50 ml. of methanol, and was cooled to -12°. Ozone-containing air was bubbled through the mixture with good stirring for 80 minutes. The temperature rose as high as 0° during the ozone addition, and the mixture foamed and left solids on the flask walls above the liquid. It was necessary to wash the solid down with 20 ml. of additional methanol. Ten ml. of additional methanol was used to wash the gas frit when it... Starting materials: acyloxonium, P(Br)(Br)Br (phosphorus tribromide), C(C)(=O)O[C@H]1[C@H]([C@@H](O[C@@H]1COC(C)=O)N1C=NC=2C(N)=NC=NC12)O (3′,5′-di-O-acetyladenosine), B(F)(F)F.CCOCC (boron trifluoride etherate). The product is C(C)(=O)O[C@H]1[C@@H](O[C@@H]([C@@H]1Br)COC(C)=O)N1C2=NC=NC(=C2N=C1)N (9-(2,5,-Di-O-acetyl-3-bromo-3-deoxy-β-D-xylofuranosyl)adenine). Reaction SMILES: C(O[C@@H:5]1[C@@H:9]([CH2:10][O:11][C:12](=[O:14])[CH3:13])[O:8][C@@H:7]([N:15]2[C:24]3[N:23]=[CH:22][N:21]=[C:19]([NH2:20])[C:18]=3[N:17]=[CH:16]2)[C@@H:6]1[OH:25])(=O)C.B(F)(F)F.[CH3:30][CH2:31][O:32]CC.P(Br)(Br)[Br:36]>>[C:31]([O:25][C@@H:6]1[C@@H:5]([Br:36])[C@@H:9]([CH2:10][O:11][C:12](=[O:14])[CH3:13])[O:8][C@H:7]1[N:15]1[CH:16]=[N:17][C:18]2[C:24]1=[N:23][CH:22]=[N:21][C:19]=2[NH2:20])(=[O:32])[CH3:30] |f:1.2|. Procedure details: This compound is prepared by a in situ acyloxonium ion generated by treating 3′,5′-di-O-acetyladenosine with boron trifluoride etherate followed by phosphorus tribromide according to the procedure of Kondo, K., Adachi, T., and Inoue, I. (1977), J. Org. Chem., 42:3967. The title compound can also be formed by treating adenosine with tetraacetoxysilane and phosphorus tribromide in the presence of boron trifluoride etherate. The reactants are NC(CN1N=CC2=CC=C(C=C12)O)C (1-(2-aminopropyl)-indazol-6-ol), C([O-])(O)=O.[Na+] (sodium bicarbonate), ClC(=O)OCC1=CC=CC=C1 (benzyl chloroformate). Run in Cl (HCl), [Cl-].[NH4+] (ammonium chloride), C1CCOC1 (THF). Conditions: time 1 hour. Yields the product C(C1=CC=CC=C1)OC(NC(CN1N=CC2=CC=C(C=C12)O)C)=O ([2-(6-Hydroxy-indazol-1-yl)-1-methyl-ethyl]-carbamic Acid Benzyl Ester). Reaction SMILES: [NH2:1][CH:2]([CH3:14])[CH2:3][N:4]1[C:12]2[C:7](=[CH:8][CH:9]=[C:10]([OH:13])[CH:11]=2)[CH:6]=[N:5]1.C(=O)(O)[O-].[Na+].Cl[C:21]([O:23][CH2:24][C:25]1[CH:30]=[CH:29][CH:28]=[CH:27][CH:26]=1)=[O:22]>C1COCC1.Cl.[Cl-].[NH4+]>[CH2:24]([O:23][C:21](=[O:22])[NH:1][CH:2]([CH3:14])[CH2:3][N:4]1[C:12]2[C:7](=[CH:8][CH:9]=[C:10]([OH:13])[CH:11]=2)[CH:6]=[N:5]1)[C:25]1[CH:30]=[CH:29][CH:28]=[CH:27][CH:26]=1 |f:1.2,6.7|. Procedure: To a solution of 1-(2-aminopropyl)-indazol-6-ol (0.46 g, 2.4 mmol) in THF (10.0 mL) was added a saturated aqueous solution of sodium bicarbonate (2.0 mL) followed by benzyl chloroformate (0.40 mL) at room temperature. After stirring for 1 h, the solution was diluted with 1 N HCl (10 mL) and ammonium chloride (20 mL) followed by extraction with ethyl acetate (3×50 mL). The combined extracts were washed with brine (10 mL), dried (MgSO4) and evaporated to give a residue which was used in the next s... Starting materials: C(C)(=O)N1C(C(N(CC1)C1=CC=C(C=C1)C)=O)C(C(=O)OCC)O (ethyl 2-[1-acetyl-3-oxo-4-(p-tolyl)piperazin-2-yl]-2-hydroxyacetate), O[Li].O (LiOH—H2O), [OH-].[Na+] (NaOH). The product is [Li+].C(C)(=O)N1C(C(N(CC1)C1=CC=C(C=C1)C)=O)C(C(=O)[O-])O (2-[1-acetyl-3-oxo-4-(p-tolyl)piperazin-2-yl]-2-hydroxyacetic acid lithium salt). Isolated yield 87.6%. As a reaction SMILES: [C:1]([N:4]1[CH2:9][CH2:8][N:7]([C:10]2[CH:15]=[CH:14][C:13]([CH3:16])=[CH:12][CH:11]=2)[C:6](=[O:17])[CH:5]1[CH:18]([OH:24])[C:19]([O:21]CC)=[O:20])(=[O:3])[CH3:2].O[Li:26].O.[OH-].[Na+]>>[Li+:26].[C:1]([N:4]1[CH2:9][CH2:8][N:7]([C:10]2[CH:11]=[CH:12][C:13]([CH3:16])=[CH:14][CH:15]=2)[C:6](=[O:17])[CH:5]1[CH:18]([OH:24])[C:19]([O-:21])=[O:20])(=[O:3])[CH3:2] |f:1.2,3.4,5.6|. Reported procedure: According to the Step 1-2 in synthetic method for EXAMPLE 1, compound 109-3 (0.11 g) and LiOH—H2O (13.8 mg) were used instead of 1-1 (LP) and NaOH to obtain compound 109-4 (90 mg) as a beige amorphous solid. Reaction SMILES: [CH3:40][c:41]1[cH:42][cH:43][cH:44][cH:45][cH:46]1.[Cl:36][P:37]([Cl:38])[Cl:39].[F:14][c:15]1[c:16]([O:28][c:29]2[cH:30][cH:31][c:32]([NH2:35])[cH:33][cH:34]2)[n:17][cH:18][n:19][c:20]1[O:21][c:22]1[cH:23][cH:24][cH:25][cH:26][cH:27]1.[N+:1](=[O:2])([O-:3])[c:4]1[c:5]([OH:13])[c:6]([C:7](=[O:8])[OH:9])[cH:10][cH:11][cH:12]1>>[N+:1](=[O:2])([O-:3])[c:4]1[c:5]([OH:13])[c:6]([C:7](=[O:9])[NH:35][c:32]2[cH:31][cH:30][c:29]([O:28][c:16]3[c:15]([F:14])[c:20]([O:21][c:22]4[cH:23][cH:24][cH:25][cH:26][cH:27]4)[n:19][cH:18][n:17]3)[cH:34][cH:33]2)[cH:10][cH:11][cH:12]1. The product is O=C(Nc1ccc(Oc2ncnc(Oc3ccccc3)c2F)cc1)c1cccc([N+](=O)[O-])c1O. The reactants are Cc1ccccc1, ClP(Cl)Cl, Nc1ccc(Oc2ncnc(Oc3ccccc3)c2F)cc1, O=C(O)c1cccc([N+](=O)[O-])c1O. The reactants are C1CCOC1, CC(=O)O, CCOC(C)=O, COc1ccc(S(=O)(=O)N(CCOC2CCCCO2)c2ccc(Cl)cc2C(O)c2ccccc2Cl)cc1OC, O. The product is COc1ccc(S(=O)(=O)N(CCO)c2ccc(Cl)cc2C(O)c2ccccc2Cl)cc1OC. As a reaction SMILES: [CH2:45]1[O:46][CH2:47][CH2:48][CH2:49]1.[CH3:40][C:41](=[O:42])[OH:43].[CH3:50][CH2:51][O:52][C:53](=[O:54])[CH3:55].[Cl:1][c:2]1[cH:3][c:4]([CH:31]([OH:32])[c:33]2[c:34]([Cl:39])[cH:35][cH:36][cH:37][cH:38]2)[c:5]([N:8]([S:9](=[O:10])(=[O:11])[c:12]2[cH:13][c:14]([O:20][CH3:21])[c:15]([O:18][CH3:19])[cH:16][cH:17]2)[CH2:22][CH2:23][O:24][CH:25]2[CH2:26][CH2:27][CH2:28][CH2:29][O:30]2)[cH:6][cH:7]1.[OH2:44]>>[Cl:1][c:2]1[cH:3][c:4]([CH:31]([OH:32])[c:33]2[c:34]([Cl:39])[cH:35][cH:36][cH:37][cH:38]2)[c:5]([N:8]([S:9](=[O:10])(=[O:11])[c:12]2[cH:13][c:14]([O:20][CH3:21])[c:15]([O:18][CH3:19])[cH:16][cH:17]2)[CH2:22][CH2:23][OH:24])[cH:6][cH:7]1.